From a dataset of the Open Reaction Database (ORD), a public repository of structured organic reaction records. describe an organic reaction: reactants, conditions, products, and yield Starting materials: C(C1=CC=CC=C1)ON1[C@@H]2CC[C@H](N(C1=O)C2)C(=O)N\C(\C)=N/O ((2S,5R)-6-(benzyloxy)-N—((Z)-1-(hydroxyimino)ethyl)-7-oxo-1,6-diazabicyclo[3.2.1]octane-2-carboxamide). Solvent: CN(C)C=O (DMF). The product is C(C1=CC=CC=C1)ON1[C@@H]2CC[C@H](N(C1=O)C2)C2=NC(=NO2)C ((2S,5R)-6-(benzyloxy)-2-(3-methyl-1,2,4-oxadiazol-5-yl)-1,6-diazabicyclo[3.2.1]octan-7-one). Yield: 78.9%. As a reaction SMILES: [CH2:1]([O:8][N:9]1[C:15](=[O:16])[N:14]2[CH2:17][C@H:10]1[CH2:11][CH2:12][C@H:13]2[C:18]([NH:20]/[C:21](=[N:23]\[OH:24])/[CH3:22])=O)[C:2]1[CH:7]=[CH:6][CH:5]=[CH:4][CH:3]=1>CN(C=O)C>[CH2:1]([O:8][N:9]1[C:15](=[O:16])[N:14]2[CH2:17][C@H:10]1[CH2:11][CH2:12][C@H:13]2[C:18]1[O:24][N:23]=[C:21]([CH3:22])[N:20]=1)[C:2]1[CH:7]=[CH:6][CH:5]=[CH:4][CH:3]=1. Reported procedure: A solution of (2S,5R)-6-(benzyloxy)-N—((Z)-1-(hydroxyimino)ethyl)-7-oxo-1,6-diazabicyclo[3.2.1]octane-2-carboxamide (174 mg, 0.524 mmol) in DMF (2 mL) was heated at 80° C. for 2-3 hrs. The solvent was then concentrated in vacuum and the residue was purified by silica gel column chromatography (0 to 5% MeOH/DCM) to provide (2S,5R)-6-(benzyloxy)-2-(3-methyl-1,2,4-oxadiazol-5-yl)-1,6-diazabicyclo[3.2.1]octan-7-one (130 mg, 79%) as a white solid.